This data is from the Open Reaction Database (ORD), a public repository of structured organic reaction records. The task is: describe an organic reaction: reactants, conditions, products, and yield Reactants: C1(=CC=CC=C1)C (toluene), NC=1C(=CC(=C(C1)N1N=C(N(C1=O)C(F)F)C)Cl)Cl (1-(5-amino-2,4-dichlorophenyl)-4,5-dihydro-4-difluoromethyl-3-methyl-1,2,4-triazol-5(1H)-one), C([O-])([O-])=O.[Na+].[Na+] (sodium carbonate), Cl (hydrochloric acid), O (water), CS(=O)(=O)Cl (methanesulfonyl chloride), C([O-])([O-])=O.[Na+].[Na+] (sodium carbonate). The reagents and catalysts are [Br-].C(CCC)[N+](CCCC)(CCCC)CCCC (tetrabutylammonium bromide). Conditions: time 45 minute. The product is ClC1=C(C=C(C(=C1)Cl)N1N=C(N(C1=O)C(F)F)C)NS(=O)(=O)C (N-[2,4-dichloro-5-[4-(difluoromethyl)-4,5-dihydro-3-methyl-5-oxo-1H-1,2,4-triazol-1-yl] phenyl]methanesulfonamide). As a reaction SMILES: [NH2:1][C:2]1[C:3]([Cl:19])=[CH:4][C:5]([Cl:18])=[C:6]([N:8]2[C:12](=[O:13])[N:11]([CH:14]([F:16])[F:15])[C:10]([CH3:17])=[N:9]2)[CH:7]=1.O.C1(C)C=CC=CC=1.C(=O)([O-])[O-].[Na+].[Na+].[CH3:34][S:35](Cl)(=[O:37])=[O:36].Cl>[Br-].C([N+](CCCC)(CCCC)CCCC)CCC>[Cl:19][C:3]1[CH:4]=[C:5]([Cl:18])[C:6]([N:8]2[C:12](=[O:13])[N:11]([CH:14]([F:15])[F:16])[C:10]([CH3:17])=[N:9]2)=[CH:7][C:2]=1[NH:1][S:35]([CH3:34])(=[O:37])=[O:36] |f:3.4.5,8.9|. Procedure: The solid 1-(5-amino-2,4-dichlorophenyl)-4,5-dihydro-4-difluoromethyl-3-methyl-1,2,4-triazol-5(1H)-one (1.0 equiv.) was suspended in 20 equivalent of water and the reaction mixture chilled to 10 C. Vigorous stirring was commenced and 0.05 equiv of tetrabutylammonium bromide in 0.05 equiv of toluene was added. Using a pH meter, the of the suspension was brought to 7.8 by adding adequate quantity of 1 molar sodium carbonate aqueous solution. Simultaneous addition of 1.2 equiv methanesulfonyl chlor...